From a dataset of the Open Reaction Database (ORD), a public repository of structured organic reaction records. describe an organic reaction: reactants, conditions, products, and yield Reactants: CC(=O)O, Clc1nc2ccccc2cc1I, O. The product is O=c1[nH]c2ccccc2cc1I. Reaction SMILES: [CH3:13][C:14]([OH:15])=[O:16].[Cl:1][c:2]1[n:3][c:4]2[cH:5][cH:6][cH:7][cH:8][c:9]2[cH:10][c:11]1[I:12].[OH2:17]>>[c:2]1(=[O:15])[nH:3][c:4]2[cH:5][cH:6][cH:7][cH:8][c:9]2[cH:10][c:11]1[I:12]. Reactants: CI, CC(O)c1nc2cc(C(F)(F)F)c(Cl)cc2n1-c1ccc(CCO[Si](c2ccccc2)(c2ccccc2)C(C)(C)C)cc1, [H-], [Na+], CN(C)C=O, O. The product is COC(C)c1nc2cc(C(F)(F)F)c(Cl)cc2n1-c1ccc(CCO[Si](c2ccccc2)(c2ccccc2)C(C)(C)C)cc1. RXN SMILES: [CH3:46][I:47].[Cl:1][c:2]1[c:3]([C:40]([F:41])([F:42])[F:43])[cH:4][c:5]2[c:6]([n:7](-[c:13]3[cH:14][cH:15][c:16]([CH2:19][CH2:20][O:21][Si:22]([c:23]4[cH:24][cH:25][cH:26][cH:27][cH:28]4)([c:29]4[cH:30][cH:31][cH:32][cH:33][cH:34]4)[C:35]([CH3:36])([CH3:37])[CH3:38])[cH:17][cH:18]3)[c:8]([CH:10]([CH3:11])[OH:12])[n:9]2)[cH:39]1.[H-:45].[Na+:44].[O:49]=[CH:50][N:51]([CH3:52])[CH3:53].[OH2:48]>>[Cl:1][c:2]1[c:3]([C:40]([F:41])([F:42])[F:43])[cH:4][c:5]2[c:6]([n:7](-[c:13]3[cH:14][cH:15][c:16]([CH2:19][CH2:20][O:21][Si:22]([c:23]4[cH:24][cH:25][cH:26][cH:27][cH:28]4)([c:29]4[cH:30][cH:31][cH:32][cH:33][cH:34]4)[C:35]([CH3:36])([CH3:37])[CH3:38])[cH:17][cH:18]3)[c:8]([CH:10]([CH3:11])[O:12][CH3:46])[n:9]2)[cH:39]1. Reactants: CC1=C(C(=CC(=C1)C)C)CC#N ((2,4,6-trimethylphenyl)acetonitrile), S(O)(O)(=O)=O (sulfuric acid), O (water), ice. Run at temperature 50 celsius. Yields the product CC1=C(C(=CC(=C1)C)C)CC(=O)O ((2,4,6-trimethylphenyl)acetic acid). As a reaction SMILES: [CH3:1][C:2]1[CH:7]=[C:6]([CH3:8])[CH:5]=[C:4]([CH3:9])[C:3]=1[CH2:10][C:11]#N.S(=O)(=O)(O)[OH:14].[OH2:18]>>[CH3:1][C:2]1[CH:7]=[C:6]([CH3:8])[CH:5]=[C:4]([CH3:9])[C:3]=1[CH2:10][C:11]([OH:14])=[O:18]. Procedure: 155 g (2,4,6-trimethylphenyl)acetonitrile are added to a solution of 1.1 L of water and 915 mL of concentrated sulfuric acid heated to 50° C. The mixture is refluxed for 6 hours with stirring. Then the reaction mixture is poured onto 3 kg of ice. The solid is suction filtered and washed with water. Yield: 131 g (86%); melting point: 163° C.-166° C. Starting materials: CCOC(=O)C=CC=O, C1CCNC1, O=C(O)c1ccccc1[N+](=O)[O-], COc1cccc(O)c1C=O. The product is CCOC(=O)C1Oc2cccc(OC)c2C=C1C=O. As a reaction SMILES: [CH2:1]([CH3:2])[O:3][C:4]([CH:5]=[CH:6][CH:7]=[O:8])=[O:9].[CH2:22]1[CH2:23][NH:24][CH2:25][CH2:26]1.[N+:10]([c:11]1[cH:12][cH:13][cH:14][cH:15][c:16]1[C:17]([OH:18])=[O:19])([O-:20])=[O:21].[OH:27][c:28]1[c:29]([CH:30]=[O:31])[c:32]([O:36][CH3:37])[cH:33][cH:34][cH:35]1>>[CH2:1]([CH3:2])[O:3][C:4]([CH:5]1[C:6]([CH:7]=[O:8])=[CH:30][c:29]2[c:28]([cH:35][cH:34][cH:33][c:32]2[O:36][CH3:37])[O:27]1)=[O:9]. The reactants are CN1C2CNC(C1)C2 (2-methyl-2,5-diaza-bicyclo[2.2.1]heptane), FC1=CC=C(C=C1)[N+](=O)[O-] (p-fluoro-nitrobenzene), C(C)(C)N(C(C)C)CC (N,N-diisopropylethylamine). The solvent is C(C)#N (acetonitrile). The product is CN1C2CN(C(C1)C2)C2=CC=C(C=C2)[N+](=O)[O-] (2-methyl-5-(4-nitro-phenyl)-2,5-diaza-bicyclo[2.2.1]heptane). Isolated yield 65.9%. RXN SMILES: [CH3:1][N:2]1[CH2:7][CH:6]2[CH2:8][CH:3]1[CH2:4][NH:5]2.F[C:10]1[CH:15]=[CH:14][C:13]([N+:16]([O-:18])=[O:17])=[CH:12][CH:11]=1.C(N(CC)C(C)C)(C)C>C(#N)C>[CH3:1][N:2]1[CH2:7][CH:6]2[CH2:8][CH:3]1[CH2:4][N:5]2[C:10]1[CH:15]=[CH:14][C:13]([N+:16]([O-:18])=[O:17])=[CH:12][CH:11]=1. Procedure details: A solution of 2-methyl-2,5-diaza-bicyclo[2.2.1]heptane (0.4402 g, 1.6 mmol), p-fluoro-nitrobenzene (0.56 mL, 5.4 mmol), N,N-diisopropylethylamine (0.84 mL, 4.82 mmol) in 5 mL of acetonitrile is heated at 100° C. overnight. After the solvent is removed, the residue is treated with saturated sodium bicarbonate solution and extracted with chloroform. The organic layer is washed with brine, dried over magnesium sulfate, filtered, and evaporated to dryness. The oil is washed with hexane to give a yel... Starting materials: BrN1C(CCC1=O)=O (N-bromo succinimide), COC(CC1=CC=C(C=C1)C#CC=1C=C2C(CC(OC2=C(C1)CO)(C)C)(C)C)=O ({4-[8-hydroxymethyl-2,2,4,4-tetramethyl-chroman-6-ylethynyl]-phenyl}-acetic acid methyl ester), COC(CC1=CC=C(C=C1)C#CC=1C=C2C(CC(OC2=C(C1)CO)(C)C)(C)C)=O ({4-[8-hydroxymethyl-2,2,4,4-tetramethyl-chroman-6-ylethynyl]-phenyl}-acetic acid methyl ester), C1(=CC=CC=C1)P(C1=CC=CC=C1)C1=CC=CC=C1 (triphenylphosphine). Run in ClCCl (dichloromethane). Conditions: time 8 hour. Yields the product COC(CC1=CC=C(C=C1)C#CC=1C=C2C(CC(OC2=C(C1)CBr)(C)C)(C)C)=O ({4-[8-Bromomethyl -2,2,4,4-tetramethyl-chroman-6-ylethynyl]-phenyl}-acetic acid methyl ester). Yield: 71.9%. RXN SMILES: [CH3:1][O:2][C:3](=[O:29])[CH2:4][C:5]1[CH:10]=[CH:9][C:8]([C:11]#[C:12][C:13]2[CH:14]=[C:15]3[C:20](=[C:21]([CH2:23]O)[CH:22]=2)[O:19][C:18]([CH3:26])([CH3:25])[CH2:17][C:16]3([CH3:28])[CH3:27])=[CH:7][CH:6]=1.C1(P(C2C=CC=CC=2)C2C=CC=CC=2)C=CC=CC=1.[Br:49]N1C(=O)CCC1=O>ClCCl>[CH3:1][O:2][C:3](=[O:29])[CH2:4][C:5]1[CH:10]=[CH:9][C:8]([C:11]#[C:12][C:13]2[CH:14]=[C:15]3[C:20](=[C:21]([CH2:23][Br:49])[CH:22]=2)[O:19][C:18]([CH3:26])([CH3:25])[CH2:17][C:16]3([CH3:28])[CH3:27])=[CH:7][CH:6]=1. Procedure details: A stirred, cooled (ice bath) solution of {4-[8-hydroxymethyl-2,2,4,4-tetramethyl-chroman-6-ylethynyl]-phenyl}-acetic acid methyl ester (Compound 46, 0.53 g, 0.58 mmol) and triphenylphosphine (0.198 g, 0.75 mmol) in anhydrous dichloromethane (5 mL) was treated with N-bromo succinimide (0.134 g, 0.75 mmol) under argon and the resulting reaction mixture was allowed to warm to ambient temperature and stirred overnight. The reaction mixture was quenched with dilute, aqueous sodium bicarbonate solutio... Reactants: BrC1=C(C=C(C=C1)C(F)(F)F)C(C)O (1-(2-bromo-5-(trifluoromethyl)phenyl)ethanol), I(=O)(=O)C1=C(C(=O)O)C=CC=C1 (2-iodoxybenzoic acid). Run in CS(=O)C (dimethylsulfoxide), O (water). Reaction conditions: temperature 25 celsius, time 2 hour. Yields the product crude compound, BrC1=C(C=C(C=C1)C(F)(F)F)C(C)=O (1-(2-bromo-5-(trifluoromethyl)phenyl)ethanone). The yield is 125.9%. RXN SMILES: [Br:1][C:2]1[CH:7]=[CH:6][C:5]([C:8]([F:11])([F:10])[F:9])=[CH:4][C:3]=1[CH:12]([OH:14])[CH3:13].I(C1C=CC=CC=1C(O)=O)(=O)=O>CS(C)=O.O>[Br:1][C:2]1[CH:7]=[CH:6][C:5]([C:8]([F:10])([F:11])[F:9])=[CH:4][C:3]=1[C:12](=[O:14])[CH3:13]. Reported procedure: To a solution of compound 1-(2-bromo-5-(trifluoromethyl)phenyl)ethanol (10.4 g, 44.6 mmol) in the dimethylsulfoxide (50 mL), 2-iodoxybenzoic acid (25 g, 89.2 mmol) at 0° C. The reaction was warmed to 25° C. and stirred at this temperature for 2 hours under a nitrogen atmosphere. Then the reaction mixture was diluted with water (500 mL), extracted with ethyl acetate (2×500 mL). Organic part was dried over sodium sulfate, filtered and concentrated under a vacuum to give the crude compound 1-(2-bro... Reactants: C(C)OC(CSC1=NC(=CC(=N1)Cl)Cl)=O ((4,6-dichloro-2-pyrimidinylthio] acetic acid ethyl ester), ClC1=CC=C(CCN)C=C1 (p-chlorophenethylamine), C([O-])([O-])=O.[Na+].[Na+] (sodium carbonate). Run in C(C)O (ethanol). Yields the product C(C)OC(CSC1=NC(=CC(=N1)Cl)NCCC1=CC=C(C=C1)Cl)=O ([4-Chloro-6-(p-chlorophenethylamino)-2-pyrimidinylthio]acetic acid ethyl ester). Reaction SMILES: [CH2:1]([O:3][C:4](=[O:15])[CH2:5][S:6][C:7]1[N:12]=[C:11](Cl)[CH:10]=[C:9]([Cl:14])[N:8]=1)[CH3:2].[Cl:16][C:17]1[CH:25]=[CH:24][C:20]([CH2:21][CH2:22][NH2:23])=[CH:19][CH:18]=1.C(=O)([O-])[O-].[Na+].[Na+]>C(O)C>[CH2:1]([O:3][C:4](=[O:15])[CH2:5][S:6][C:7]1[N:8]=[C:9]([Cl:14])[CH:10]=[C:11]([NH:23][CH2:22][CH2:21][C:20]2[CH:24]=[CH:25][C:17]([Cl:16])=[CH:18][CH:19]=2)[N:12]=1)[CH3:2] |f:2.3.4|. Reported procedure: A mixture of 10.7 g of (4,6-dichloro-2-pyrimidinylthio] acetic acid ethyl ester, 6.2 g of p-chlorophenethylamine, and 4.24 g of sodium carbonate in 150 ml. of ethanol was heated under reflux for 15 minutes. The reaction mixture was filtered and the filtrate was cooled in ice. The crystalline product which was deposited was collected and recrystallized from ethanol giving 3.6 g of product, mp. 105°-108°C. The reactants are C(#N)NC(=NCCS)NCC#C (N-cyano-N'-propargyl-N"-(2-mercaptoethyl)guanidine), C(#N)NC(=NCCS)NCC#CC (N-cyano-N'-(2-butyn-1-yl)-N"-(2-mercaptoethyl)guanidine). The product is C(#N)NC(=NCC#CC)NCCSCC1=C(N=CN1)C (N-Cyano-N'-{2-[(4-methyl-5-imidazolyl)methylthio]ethyl}-N"-(2-butyn-1-yl)guanidine). As a reaction SMILES: C(N[C:4]([NH:9][CH2:10][C:11]#C)=[N:5][CH2:6][CH2:7]S)#N.[C:13]([NH:15][C:16]([NH:21][CH2:22][C:23]#[C:24][CH3:25])=[N:17][CH2:18][CH2:19][SH:20])#[N:14]>>[C:13]([NH:15][C:16]([NH:17][CH2:18][CH2:19][S:20][CH2:11][C:10]1[NH:9][CH:4]=[N:5][C:6]=1[CH3:7])=[N:21][CH2:22][C:23]#[C:24][CH3:25])#[N:14]. Procedure: The general procedure of Example 1C is repeated except that the N-cyano-N'-propargyl-N"-(2-mercaptoethyl)guanidine utilized therein is replaced by an equimolar amount of N-cyano-N'-(2-butyn-1-yl)-N"-(2-mercaptoethyl)guanidine, and the title product is thereby produced.